Dataset: the Open Reaction Database (ORD), a public repository of structured organic reaction records. Task: describe an organic reaction: reactants, conditions, products, and yield Reactants: Cc1ccc(Sc2ccc(C=O)cn2)cc1, FC(F)(F)c1nnc2ccc(N3CCNCC3)nn12. Product: Cc1ccc(Sc2ccc(CN3CCN(c4ccc5nnc(C(F)(F)F)n5n4)CC3)cn2)cc1. RXN SMILES: [CH3:20][c:21]1[cH:22][cH:23][c:24]([S:27][c:28]2[cH:29][cH:30][c:31]([CH:34]=[O:35])[cH:32][n:33]2)[cH:25][cH:26]1.[N:1]1([c:7]2[cH:8][cH:9][c:10]3[n:11]([n:12]2)[c:13]([C:16]([F:17])([F:18])[F:19])[n:14][n:15]3)[CH2:2][CH2:3][NH:4][CH2:5][CH2:6]1>>[N:1]1([c:7]2[cH:8][cH:9][c:10]3[n:11]([n:12]2)[c:13]([C:16]([F:17])([F:18])[F:19])[n:14][n:15]3)[CH2:2][CH2:3][N:4]([CH2:34][c:31]2[cH:30][cH:29][c:28]([S:27][c:24]3[cH:23][cH:22][c:21]([CH3:20])[cH:26][cH:25]3)[n:33][cH:32]2)[CH2:5][CH2:6]1. Starting materials: C#CC(=O)OCCOCCOC, [Li]CCCC, O=Cc1ccc2c(c1)OCO2, [Cl-], [NH4+], C1CCOC1. Product: COCCOCCOC(=O)C#CC(O)c1ccc2c(c1)OCO2. RXN SMILES: [C:1]([C:2]#[CH:3])(=[O:4])[O:5][CH2:6][CH2:7][O:8][CH2:9][CH2:10][O:11][CH3:12].[CH2:13]([Li:14])[CH2:15][CH2:16][CH3:17].[CH2:18]1[O:19][c:20]2[cH:21][c:22]([CH:23]=[O:24])[cH:25][cH:26][c:27]2[O:28]1.[Cl-:29].[NH4+:30].[O:31]1[CH2:32][CH2:33][CH2:34][CH2:35]1>>[C:1]([C:2]#[C:3][CH:23]([c:22]1[cH:21][c:20]2[c:27]([cH:26][cH:25]1)[O:28][CH2:18][O:19]2)[OH:24])(=[O:4])[O:5][CH2:6][CH2:7][O:8][CH2:9][CH2:10][O:11][CH3:12]. Reactants: CN (methylamine), FC1=CC=C(C=N1)CBr ((6-fluoro-3-pyridyl)methyl bromide). Run in CC#N (CH3CN). Run at time 8 hour. Yields the product FC1=CC=C(C=N1)CNC (N-(6-Fluoro-3-pyridylmethyl)-N-methylamine). The yield is 61.0%. As a reaction SMILES: [CH3:1][NH2:2].[F:3][C:4]1[N:9]=[CH:8][C:7]([CH2:10]Br)=[CH:6][CH:5]=1>CC#N>[F:3][C:4]1[N:9]=[CH:8][C:7]([CH2:10][NH:2][CH3:1])=[CH:6][CH:5]=1. Procedure details: To a mixture of 2.5 g of 40% aqueous methylamine solution and 30 ml of CH3CN was added dropwise 3.0 g of crude (6-fluoro-3-pyridyl)methyl bromide with constant stirring. The mixture was allowed to stand at room temperature overnight and concentrated under reduced pressure. The residue was extracted with AcOEt and the extract was dried over MgSO4 and concentrated. The procedure gave 1.35 g of the title compound as a crude orange-colored oil. Starting materials: CC(C)(C)OC(=O)CN1C(=O)CNCCCc2ccccc21, ClCCl, Cc1cccc(N=C=O)c1. The product is Cc1cccc(NC(=O)C2NCCCc3ccccc3N(CC(=O)OC(C)(C)C)C2=O)c1. Reaction SMILES: [C:1]([CH3:2])([CH3:3])([CH3:4])[O:5][C:6](=[O:7])[CH2:8][N:9]1[C:10](=[O:22])[CH2:11][NH:12][CH2:13][CH2:14][CH2:15][c:16]2[c:17]1[cH:18][cH:19][cH:20][cH:21]2.[Cl:33][CH2:34][Cl:35].[c:23]1([CH3:32])[cH:24][c:25]([N:29]=[C:30]=[O:31])[cH:26][cH:27][cH:28]1>>[C:1]([CH3:2])([CH3:3])([CH3:4])[O:5][C:6](=[O:7])[CH2:8][N:9]1[C:10](=[O:22])[CH:11]([C:30]([NH:29][c:25]2[cH:24][c:23]([CH3:32])[cH:28][cH:27][cH:26]2)=[O:31])[NH:12][CH2:13][CH2:14][CH2:15][c:16]2[c:17]1[cH:18][cH:19][cH:20][cH:21]2. The reactants are C1C(C)O1 (Propylene oxide), OC(CNCCNCC(C)O)C (N,N'-bis(2-hydroxypropyl)ethylenediamine). Run in C(C)O (ethanol), C(C)O (ethanol), CO (methanol), CCOCC (ether). The product is OC(CN(CCNCC(C)O)CC(C)O)C (N,N,N'-tris(2-hydroxypropyl)ethylenediamine). Yield: 55.0%. As a reaction SMILES: [CH2:1]1[O:4][CH:2]1[CH3:3].[OH:5][CH:6]([CH3:16])[CH2:7][NH:8][CH2:9][CH2:10][NH:11][CH2:12][CH:13]([OH:15])[CH3:14]>C(O)C.CO.CCOCC>[OH:4][CH:2]([CH3:3])[CH2:1][N:8]([CH2:7][CH:6]([OH:5])[CH3:16])[CH2:9][CH2:10][NH:11][CH2:12][CH:13]([OH:15])[CH3:14]. Procedure: (V-a): Propylene oxide (181.6 g, 0.3 mol) in 25 mL of absolute ethanol was added dropwise for 4.5 hours to a solution of N,N'-bis(2-hydroxypropyl)ethylenediamine (IV-a) (55 g, 0.3 mol) in 50 mL each of absolute ethanol, methanol and distilled water at 80° C. The reaction mixture was cooled and concentrated to give a milky white viscous suspension. The suspension was dissolved in ether and dried over anhydrous sodium sulfate. Unreacted (IV-a) precipitated and was removed by filtration. Ether was ... The reactants are OC1=C2C(=C(N(C2=CC=C1)CC1=CC=CC=C1)C)CC(=O)N (4-hydroxy-2-methyl-1-(phenylmethyl)-1H-indole-3-acetamide), [H-].[Na+] (NaH), BrCC(=O)OC (methyl 2-bromoacetate). The product is COC(COC1=C2C(=C(N(C2=CC=C1)CC1=CC=CC=C1)C)CC(=O)N)=O (2-[[3-(2-amino-2-oxoethyl)-2-methyl-1-(phenylmethyl)-1H-indol-4-yl]oxy]acetic acid methyl ester). The yield is 75.9%. Reaction SMILES: [OH:1][C:2]1[CH:10]=[CH:9][CH:8]=[C:7]2[C:3]=1[C:4]([CH2:19][C:20]([NH2:22])=[O:21])=[C:5]([CH3:18])[N:6]2[CH2:11][C:12]1[CH:17]=[CH:16][CH:15]=[CH:14][CH:13]=1.[H-].[Na+].Br[CH2:26][C:27]([O:29][CH3:30])=[O:28]>>[CH3:30][O:29][C:27](=[O:28])[CH2:26][O:1][C:2]1[CH:10]=[CH:9][CH:8]=[C:7]2[C:3]=1[C:4]([CH2:19][C:20]([NH2:22])=[O:21])=[C:5]([CH3:18])[N:6]2[CH2:11][C:12]1[CH:17]=[CH:16][CH:15]=[CH:14][CH:13]=1 |f:1.2|. Reported procedure: Using the procedure in Example 37, 294 mg (1 mmol) of 4-hydroxy-2-methyl-1-(phenylmethyl)-1H-indole-3-acetamide was treated with 40 mg (1 mmol) of 60% NaH/mineral oil and 0.10 mL (1 mmol) of methyl 2-bromoacetate to give, after silica chromatography (eluted with 50% EtOAc/hexane, then EtOAc, followed by 2% MeOH/EtOAc), 278 mg (76% yield) of 2-[[3-(2-amino-2-oxoethyl)-2-methyl-1-(phenylmethyl)-1H-indol-4-yl]oxy]acetic acid methyl ester, mp, 206-208° C. Reactants: COC(=O)C(O)C(OCCOC(C)=O)(c1ccccc1)c1ccccc1, COc1cc(C)nc(S(C)(=O)=O)n1, [K+], [K+], O=C([O-])[O-], CN(C)C=O, O. Product: COC(=O)C(Oc1nc(C)cc(OC)n1)C(OCCOC(C)=O)(c1ccccc1)c1ccccc1. As a reaction SMILES: [C:1]([CH3:2])(=[O:3])[O:4][CH2:5][CH2:6][O:7][C:8]([CH:9]([C:10](=[O:11])[O:12][CH3:13])[OH:14])([c:15]1[cH:16][cH:17][cH:18][cH:19][cH:20]1)[c:21]1[cH:22][cH:23][cH:24][cH:25][cH:26]1.[CH3:33][S:34](=[O:35])(=[O:36])[c:37]1[n:38][c:39]([CH3:45])[cH:40][c:41]([O:43][CH3:44])[n:42]1.[K+:27].[K+:28].[O-:29][C:30]([O-:31])=[O:32].[O:46]=[CH:47][N:48]([CH3:49])[CH3:50].[OH2:51]>>[C:1]([CH3:2])(=[O:3])[O:4][CH2:5][CH2:6][O:7][C:8]([CH:9]([C:10](=[O:11])[O:12][CH3:13])[O:14][c:37]1[n:38][c:39]([CH3:45])[cH:40][c:41]([O:43][CH3:44])[n:42]1)([c:15]1[cH:16][cH:17][cH:18][cH:19][cH:20]1)[c:21]1[cH:22][cH:23][cH:24][cH:25][cH:26]1. Starting materials: O=C(NC(Cc1ccccc1C(F)(F)F)CN1C(=O)c2ccccc2C1=O)c1cc(Br)c(Cl)s1, O=C([O-])[O-], C1CCOC1, Cc1cnn(C)c1B1OC(C)(C)C(C)(C)O1, [Na+], [Na+]. Yields the product Cc1cnn(C)c1-c1cc(C(=O)NC(Cc2ccccc2C(F)(F)F)CN2C(=O)c3ccccc3C2=O)sc1Cl. Reaction SMILES: [Br:1][c:2]1[cH:3][c:4]([C:8](=[O:9])[NH:10][CH:11]([CH2:12][N:13]2[C:14](=[O:23])[c:15]3[cH:16][cH:17][cH:18][cH:19][c:20]3[C:21]2=[O:22])[CH2:24][c:25]2[c:26]([C:31]([F:32])([F:33])[F:34])[cH:27][cH:28][cH:29][cH:30]2)[s:5][c:6]1[Cl:7].[C:35](=[O:36])([O-:37])[O-:38].[CH2:57]1[O:58][CH2:59][CH2:60][CH2:61]1.[CH3:41][n:42]1[n:43][cH:44][c:45]([CH3:56])[c:46]1[B:47]1[O:48][C:49]([CH3:50])([CH3:51])[C:52]([CH3:53])([CH3:54])[O:55]1.[Na+:39].[Na+:40]>>[c:2]1(-[c:46]2[n:42]([CH3:41])[n:43][cH:44][c:45]2[CH3:56])[cH:3][c:4]([C:8](=[O:9])[NH:10][CH:11]([CH2:12][N:13]2[C:14](=[O:23])[c:15]3[cH:16][cH:17][cH:18][cH:19][c:20]3[C:21]2=[O:22])[CH2:24][c:25]2[c:26]([C:31]([F:32])([F:33])[F:34])[cH:27][cH:28][cH:29][cH:30]2)[s:5][c:6]1[Cl:7]. Reported procedure: 4-nitro-2-phenylbenzoic acid (0.30 g, 1.23 mmol), methionine methyl ester hydrochloride salt (0.27 g, 1.35 mmol), EDCI (0.26 g, 1.35 mmol), HOBT (0.18 g, 1.35 mmol) and Et3N (0.19 ml) in dry CH2Cl2 (4.9 ml) were reacted according to the above procedure and worked up as described for N-BOC-4-aminobenzoyl methionine methyl ester in Example 1. After recrystallization from ethyl acetate and hexanes, 0.41 g (85.5%) of pure product was isolated. mp 98°-101° C.; 1H NMR (CDCl3) 1.62-1.73 (1 H, m), 1.79-... Starting materials: COC([C@@H](N(C(=O)OC(C)(C)C)C(C1=CC=C(C=C1)N)=O)CCSC)=O (N-BOC-4-aminobenzoyl methionine methyl ester), [N+](=O)([O-])C1=CC(=C(C(=O)O)C=C1)C1=CC=CC=C1 (4-nitro-2-phenylbenzoic acid), Cl.COC([C@@H](N)CCSC)=O (methionine methyl ester hydrochloride salt), CCN=C=NCCCN(C)C (EDCI), C=1C=CC2=C(C1)N=NN2O (HOBT). As a reaction SMILES: [N+:1]([C:4]1[CH:12]=[CH:11][C:7]([C:8]([OH:10])=O)=[C:6]([C:13]2[CH:18]=[CH:17][CH:16]=[CH:15][CH:14]=2)[CH:5]=1)([O-:3])=[O:2].Cl.[CH3:20][O:21][C:22](=[O:29])[C@H:23]([CH2:25][CH2:26][S:27][CH3:28])[NH2:24].CCN=C=NCCCN(C)C.C1C=CC2N(O)N=NC=2C=1.COC(=O)[C@H](CCSC)N(C(=O)C1C=CC(N)=CC=1)C(OC(C)(C)C)=O>C(Cl)Cl.CCN(CC)CC>[CH3:20][O:21][C:22](=[O:29])[C@H:23]([CH2:25][CH2:26][S:27][CH3:28])[NH:24][C:8](=[O:10])[C:7]1[CH:11]=[CH:12][C:4]([N+:1]([O-:3])=[O:2])=[CH:5][C:6]=1[C:13]1[CH:18]=[CH:17][CH:16]=[CH:15][CH:14]=1 |f:1.2|. The solvent is C(Cl)Cl (CH2Cl2), CCN(CC)CC (Et3N). The product is COC([C@@H](NC(C1=C(C=C(C=C1)[N+](=O)[O-])C1=CC=CC=C1)=O)CCSC)=O (4-nitro-2-phenylbenzoyl methionine methyl ester). The yield is 85.8%. Starting materials: COC(=O)N1CCN(CC1)C=1C=C(N)C=CC1 (3-(4-methoxycarbonyl-1-piperazinyl)aniline), C(OCC)([O-])[O-] (ethyl orthoformate), CC1(OC(=O)CC(=O)O1)C (Meldrum's acid), C1(=CC=CC=C1)OC1=CC=CC=C1 (diphenyl ether). Run in CCCCCC (n-hexane). Conditions: temperature 110 celsius, time 1.5 hour. The product is OC1=CC=NC2=C3C=CC=NC3=CC=C12 (4-Hydroxy-1,7-phenanthroline). Isolated yield 51.0%. As a reaction SMILES: COC(N1[CH2:10][CH2:9][N:8]([C:11]2[CH:12]=[C:13]([CH:15]=[CH:16][CH:17]=2)[NH2:14])CC1)=O.[CH:18]([O-])([O-])OCC.CC1(C)O[C:30](=O)[CH2:29][C:27](=O)[O:26]1.C1(OC2C=CC=CC=2)C=CC=CC=1>CCCCCC>[OH:26][C:27]1[C:15]2[C:13](=[C:12]3[C:11](=[CH:17][CH:16]=2)[N:8]=[CH:9][CH:10]=[CH:18]3)[N:14]=[CH:30][CH:29]=1. Procedure: A mixture of 3-(4-methoxycarbonyl-1-piperazinyl)aniline (0.75 g, 3.2 mmol), ethyl orthoformate (0.50 g, 3.4 mmol), Meldrum's acid (0.48 g, 3.4 mmol) was stirred at 110° C. for 1.5 hours. The reaction mixture was added with diphenyl ether (10 ml) and stirred at 240° C. for 1.5 hours. After allowing to cool, n-hexane was added to the mixture. The resulting precipitates were collected by filtration and purified by column chromatography (Wako Gel™ C-200, methylene chloride methanol=10 : 1) to obtain...